This data is from the Open Reaction Database (ORD), a public repository of structured organic reaction records. The task is: describe an organic reaction: reactants, conditions, products, and yield Starting materials: COC(=O)Cl, CCN(C(C)C)C(C)C, ClCCl, COC(=O)C1CCNC(Cc2cc(F)cc(C(F)(F)F)c2)C1. Yields the product COC(=O)C1CCN(C(=O)OC)C(Cc2cc(F)cc(C(F)(F)F)c2)C1. As a reaction SMILES: [C:32]([O:33][CH3:34])(=[O:35])[Cl:36].[CH:23]([N:24]([CH2:25][CH3:26])[CH:27]([CH3:28])[CH3:29])([CH3:30])[CH3:31].[Cl:37][CH2:38][Cl:39].[F:1][c:2]1[cH:3][c:4]([CH2:5][CH:6]2[NH:7][CH2:8][CH2:9][CH:10]([C:12](=[O:13])[O:14][CH3:15])[CH2:11]2)[cH:16][c:17]([C:19]([F:20])([F:21])[F:22])[cH:18]1>>[F:1][c:2]1[cH:3][c:4]([CH2:5][CH:6]2[N:7]([C:32]([O:33][CH3:34])=[O:35])[CH2:8][CH2:9][CH:10]([C:12](=[O:13])[O:14][CH3:15])[CH2:11]2)[cH:16][c:17]([C:19]([F:20])([F:21])[F:22])[cH:18]1. Reactants: ClC1=CC=C(C=C1)CCCCC1(CC=CCC1)C(=O)OC (Methyl 1-[4-(4-chlorophenyl)butyl]cyclohex-3-enecarboxylate), [OH-].[Na+] (sodium hydroxide), C1(=CC=CC=C1)C (toluene), CCCCCCC (n-heptane). Solvent: CO (methanol), O1CCOCC1 (dioxane), O (water), O (water). Yields the product ClC1=CC=C(C=C1)CCCCC1(CC=CCC1)C(=O)[O-].[Na+] (Sodium 1-[4-(4-chlorophenyl)butyl]cyclohex-3-ene-1-carboxylate). As a reaction SMILES: [Cl:1][C:2]1[CH:7]=[CH:6][C:5]([CH2:8][CH2:9][CH2:10][CH2:11][C:12]2([C:18]([O:20]C)=[O:19])[CH2:17][CH2:16][CH:15]=[CH:14][CH2:13]2)=[CH:4][CH:3]=1.[OH-].[Na+:23].C1(C)C=CC=CC=1.CCCCCCC>CO.O1CCOCC1.O>[Cl:1][C:2]1[CH:3]=[CH:4][C:5]([CH2:8][CH2:9][CH2:10][CH2:11][C:12]2([C:18]([O-:20])=[O:19])[CH2:17][CH2:16][CH:15]=[CH:14][CH2:13]2)=[CH:6][CH:7]=1.[Na+:23] |f:1.2,8.9|. Procedure: 22.7 g of methyl 1-[4-(4-chlorophenyl)butyl]cyclohex-3-ene-1-carboxylate 70B are dissolved in 100ml of methanol +100 ml of dioxane. To this is added a solution of 8 g of sodium hydroxide in 50 ml of water, and the mixture is refluxed under protective gas for 16 h. The reaction solution is cooled and 200 ml of water, 100 ml of toluene and 100 ml of n-heptane are added, and the mixture is stirred thoroughly. The precipitated product is filtered off with suction, washed with a little cold water and... Starting materials: [Br-], C1CCOC1, COCCNS(=O)(=O)c1cccc(-c2cnc(N)c(C(=O)N(C)OC)n2)c1, [Mg+]C1CC1, Cl. The product is COCCNS(=O)(=O)c1cccc(-c2cnc(N)c(C(=O)C3CC3)n2)c1. RXN SMILES: [Br-:1].[CH2:34]1[O:35][CH2:36][CH2:37][CH2:38]1.[CH3:6][O:7][N:8]([C:9](=[O:10])[c:11]1[n:12][c:13](-[c:18]2[cH:19][c:20]([S:24]([NH:25][CH2:26][CH2:27][O:28][CH3:29])(=[O:30])=[O:31])[cH:21][cH:22][cH:23]2)[cH:14][n:15][c:16]1[NH2:17])[CH3:32].[CH:2]1([Mg+:5])[CH2:3][CH2:4]1.[ClH:33]>>[CH:2]1([C:9](=[O:10])[c:11]2[n:12][c:13](-[c:18]3[cH:19][c:20]([S:24]([NH:25][CH2:26][CH2:27][O:28][CH3:29])(=[O:30])=[O:31])[cH:21][cH:22][cH:23]3)[cH:14][n:15][c:16]2[NH2:17])[CH2:3][CH2:4]1. The reactants are CC(C)(C)N, C(=NC1CCCCC1)=NC1CCCCC1, ClCCl, Nc1ccc(Cl)cc1C(=O)O, O=C1CCC(=O)N1O. The product is CC(C)(C)NC(=O)c1cc(Cl)ccc1N. As a reaction SMILES: [C:35]([CH3:36])([CH3:37])([CH3:38])[NH2:39].[CH:20]1([N:21]=[C:22]=[N:23][CH:24]2[CH2:25][CH2:26][CH2:27][CH2:28][CH2:29]2)[CH2:30][CH2:31][CH2:32][CH2:33][CH2:34]1.[Cl:40][CH2:41][Cl:42].[NH2:1][c:2]1[c:3]([C:4](=[O:5])[OH:6])[cH:7][c:8]([Cl:11])[cH:9][cH:10]1.[OH:12][N:13]1[C:14](=[O:15])[CH2:16][CH2:17][C:18]1=[O:19]>>[NH2:1][c:2]1[c:3]([C:4](=[O:6])[NH:39][C:35]([CH3:36])([CH3:37])[CH3:38])[cH:7][c:8]([Cl:11])[cH:9][cH:10]1. The reactants are OC(=O)C(F)(F)F.FC1=CC=C(CN2C(C=3N(C(N(C(C3O)=O)CC3NCCOC3)=O)CC2)=O)C=C1 (2-(4-fluorobenzyl)-9-hydroxy-7-(morpholin-3-ylmethyl)-3,4-dihydro-2H-pyrazino[1,2-c]pyrimidine-1,6,8(7H)-trione mono TFA salt), N1=CC=CC=C1 (pyridine), C(C)(=O)OC(C)=O (acetic anhydride). Run in C(Cl)Cl (methylene chloride). Conditions: time 8 hour. Product: O.C(C)#N.C(=O)(C(F)(F)F)O (water acetonitrile TFA), C(C)(=O)N1C(COCC1)CN1C(N2C(=C(C1=O)O)C(N(CC2)CC2=CC=C(C=C2)F)=O)=O (7-(4-acetylmorpholin-3-ylmethyl)-2-(4-fluorobenzyl)-9-hydroxy-3,4-dihydro-2H-pyrazino[1,2-c]pyrimidine-1,6,8(7H)-trione). RXN SMILES: [OH:1][C:2]([C:4]([F:7])([F:6])[F:5])=[O:3].[F:8][C:9]1[CH:36]=[CH:35][C:12]([CH2:13][N:14]2[CH2:33][CH2:32][N:17]3[C:18](=[O:31])[N:19]([CH2:24][CH:25]4[CH2:30][O:29][CH2:28][CH2:27][NH:26]4)[C:20](=[O:23])[C:21]([OH:22])=[C:16]3[C:15]2=[O:34])=[CH:11][CH:10]=1.N1C=CC=CC=1.[C:43](OC(=O)C)(=[O:45])[CH3:44]>C(Cl)Cl>[OH2:1].[C:13](#[N:14])[CH3:12].[C:2]([OH:3])([C:4]([F:7])([F:6])[F:5])=[O:1].[C:43]([N:26]1[CH2:27][CH2:28][O:29][CH2:30][CH:25]1[CH2:24][N:19]1[C:20](=[O:23])[C:21]([OH:22])=[C:16]2[C:15](=[O:34])[N:14]([CH2:13][C:12]3[CH:11]=[CH:10][C:9]([F:8])=[CH:36][CH:35]=3)[CH2:33][CH2:32][N:17]2[C:18]1=[O:31])(=[O:45])[CH3:44] |f:0.1,5.6.7|. Procedure details: To 2-(4-fluorobenzyl)-9-hydroxy-7-(morpholin-3-ylmethyl)-3,4-dihydro-2H-pyrazino[1,2-c]pyrimidine-1,6,8(7H)-trione mono TFA salt (72 mg, 0.14 mmol, Example 17) dissolved in dry methylene chloride (1 mL) was added pyridine (13 μL, 0.17 mmol) and acetic anhydride (28 mg, 0.28 mmol). The reaction was stirred overnight at room temperature. The reaction was purified by prep HPLC using a C18 stationary phase and a water/acetonitrile/TFA gradient to obtain the title compound as a white powder after lyo... The reactants are COC1OC(CC1)OC (2,5-dimethoxytetrahydrofuran), 432e, Cl (HCl), C(C(=O)CC(=O)O)C(=O)O (acetone-1,3-dicarboxylic acid), C(C1=CC=CC=C1)N (benzylamine). The reagents and catalysts are c-HCl. The solvent is O (water), O (water). Conditions: time 1 hour. The product is C(C1=CC=CC=C1)N1C2CC(CC1CC2)=O (8-Benzyl-8-azabicyclo[3.2.1]octan-3-one). As a reaction SMILES: CO[CH:3]1[CH2:7][CH2:6][CH:5](OC)[O:4]1.[CH2:10]([C:17](O)=O)[C:11](CC(O)=O)=O.[CH2:20]([NH2:27])[C:21]1[CH:26]=[CH:25][CH:24]=[CH:23][CH:22]=1.Cl>O>[CH2:20]([N:27]1[CH:6]2[CH2:5][CH2:17][CH:10]1[CH2:11][C:3](=[O:4])[CH2:7]2)[C:21]1[CH:26]=[CH:25][CH:24]=[CH:23][CH:22]=1. Procedure details: This was prepared according to the reported method (Chem. Abs., 1958, 53, 432e). A mixture of 2,5-dimethoxytetrahydrofuran (13 ml, 0.1 mol), 2 drops of c-HCl and water (10 ml) was stirred at room temperature for 1 h, then treated with water(10 ml), acetone-1,3-dicarboxylic acid (14.6 g, 0.1 mol), and benzylamine (10.9 ml, 0.1 mol). After the initial foaming had subsided, the pH was adjusted to 5 with 1N HCl, and stirring was continued for 14 h. The reaction mixture was adjusted to pH 1, washed w... Reactants: OC1(CCN(CC1)C(=O)OCC1=CC=CC=C1)C=1C=NC=CC1 (Benzyl 4-hydroxy-4-(pyridin-3-yl)piperidine-1-carboxylate), [H][H] (hydrogen). The reagents and catalysts are [Pd] (palladium on carbon). Solvent: C(C)O (ethanol). Conditions: time 8 hour. Product: N1=CC(=CC=C1)C1(CCNCC1)O (4-(pyridin-3-yl)piperidin-4-ol). Yield: 79.9%. Reaction SMILES: [OH:1][C:2]1([C:18]2[CH:19]=[N:20][CH:21]=[CH:22][CH:23]=2)[CH2:7][CH2:6][N:5](C(OCC2C=CC=CC=2)=O)[CH2:4][CH2:3]1.[H][H]>C(O)C.[Pd]>[N:20]1[CH:21]=[CH:22][CH:23]=[C:18]([C:2]2([OH:1])[CH2:3][CH2:4][NH:5][CH2:6][CH2:7]2)[CH:19]=1. Reported procedure: Benzyl 4-hydroxy-4-(pyridin-3-yl)piperidine-1-carboxylate (32.7 g, 104.69 mmol) was dissolved in ethanol (350 mL) and hydrogenated over 10% palladium on carbon (3.2 g) at 2 bar pressure at 30° C. After hydrogen uptake was complete, the mixture was filtered through a pad of diatomaceous earth to remove the catalyst and the pad was washed with ethanol. The filtrate was concentrated to dryness under vacuum to give an oil which crystallised on standing overnight. The solid was triturated with MTBE (... Reactants: N#N (N2), BrC1=NC=CC=C1O (2-Bromo-3-hydroxypyridine), C([O-])([O-])=O.[Na+].[Na+] (sodium carbonate), FC1=CC=C(C=C1)B(O)O (4-fluorobenzeneboronic acid), N#N (N2). Reagents/catalysts: [Pd].C1(=CC=CC=C1)P(C1=CC=CC=C1)C1=CC=CC=C1.C1(=CC=CC=C1)P(C1=CC=CC=C1)C1=CC=CC=C1.C1(=CC=CC=C1)P(C1=CC=CC=C1)C1=CC=CC=C1.C1(=CC=CC=C1)P(C1=CC=CC=C1)C1=CC=CC=C1 (Tetrakis(triphenylphosphine) palladium(0)). Run in C(C)O (ethanol), O (water), C1(=CC=CC=C1)C (toluene), O (water). Reaction conditions: temperature 50 celsius, time 3 day. Product: FC1=CC=C(C=C1)C1=NC=CC=C1O (2-(4-Fluorophenyl)-3-hydroxypyridine). Isolated yield 45.7%. RXN SMILES: Br[C:2]1[C:7]([OH:8])=[CH:6][CH:5]=[CH:4][N:3]=1.C(=O)([O-])[O-].[Na+].[Na+].N#N.[F:17][C:18]1[CH:23]=[CH:22][C:21](B(O)O)=[CH:20][CH:19]=1>O.C(O)C.[Pd].C1(P(C2C=CC=CC=2)C2C=CC=CC=2)C=CC=CC=1.C1(P(C2C=CC=CC=2)C2C=CC=CC=2)C=CC=CC=1.C1(P(C2C=CC=CC=2)C2C=CC=CC=2)C=CC=CC=1.C1(P(C2C=CC=CC=2)C2C=CC=CC=2)C=CC=CC=1.C1(C)C=CC=CC=1>[F:17][C:18]1[CH:23]=[CH:22][C:21]([C:2]2[C:7]([OH:8])=[CH:6][CH:5]=[CH:4][N:3]=2)=[CH:20][CH:19]=1 |f:1.2.3,8.9.10.11.12|. Procedure details: 2-Bromo-3-hydroxypyridine (50 g, 0.29 mol), sodium carbonate (64 g, 0.60 mol), toluene (600 ml), and water (300 ml) were combined in a 2 liter 3-necked flask with condenser and N2 bubbler. A steady stream of N2 was passed over the reaction mixture while warming to 50° C. over 30 minutes. Tetrakis(triphenylphosphine) palladium(0) (10 g) was slurried in water then added to the reaction mixture then 4-fluorobenzeneboronic acid (46 g, 0.33 mol) was slurried in ethanol (100 ml) and added. The reactio... Starting materials: B, COc1ccc2c(c1)CCC=C2c1ccccc1, [Na+], C1CCOC1, [OH-], O, OO. The product is COc1ccc2c(c1)CCC(O)C2c1ccccc1. Reaction SMILES: [BH3:1].[CH3:2][O:3][c:4]1[cH:5][c:6]2[c:11]([cH:12][cH:13]1)[C:10]([c:14]1[cH:15][cH:16][cH:17][cH:18][cH:19]1)=[CH:9][CH2:8][CH2:7]2.[Na+:21].[O:24]1[CH2:25][CH2:26][CH2:27][CH2:28]1.[OH-:20].[OH2:29].[OH:22][OH:23]>>[CH3:2][O:3][c:4]1[cH:5][c:6]2[c:11]([cH:12][cH:13]1)[CH:10]([c:14]1[cH:15][cH:16][cH:17][cH:18][cH:19]1)[CH:9]([OH:20])[CH2:8][CH2:7]2.